This data is from the Open Reaction Database (ORD), a public repository of structured organic reaction records. The task is: describe an organic reaction: reactants, conditions, products, and yield As a reaction SMILES: [Br:31][CH2:32][C:33]([CH:34]=[CH:35][c:36]1[cH:37][c:38]([O:42][CH3:43])[cH:39][cH:40][cH:41]1)=[O:44].[Br:45][CH2:46][C:47]([O:48][CH2:49][CH3:50])=[O:51].[CH3:1][O:2][CH2:3][CH2:4][O:5][CH2:6][CH2:7][O:8][C:9](=[O:10])[CH:11]=[P:12]([c:13]1[cH:14][cH:15][cH:16][cH:17][cH:18]1)([c:19]1[cH:20][cH:21][cH:22][cH:23][cH:24]1)[c:25]1[cH:26][cH:27][cH:28][cH:29][cH:30]1.[CH3:52][c:53]1[cH:54][cH:55][cH:56][cH:57][cH:58]1>>[CH3:1][O:2][CH2:3][CH2:4][O:5][CH2:6][CH2:7][O:8][C:9](=[O:10])[CH:11]=[CH:32][C:33]([CH:34]=[CH:35][c:36]1[cH:37][c:38]([O:42][CH3:43])[cH:39][cH:40][cH:41]1)=[O:44]. Starting materials: COc1cccc(C=CC(=O)CBr)c1, CCOC(=O)CBr, COCCOCCOC(=O)C=P(c1ccccc1)(c1ccccc1)c1ccccc1, Cc1ccccc1. The product is COCCOCCOC(=O)C=CC(=O)C=Cc1cccc(OC)c1. Starting materials: CNC(=S)Nc1nc(-c2cccc(CNC(C)=O)n2)cs1, CI, CO, C1CCOC1. Product: CNC(=Nc1nc(-c2cccc(CNC(C)=O)n2)cs1)SC, I. As a reaction SMILES: [C:1]([CH3:2])(=[O:3])[NH:4][CH2:5][c:6]1[cH:7][cH:8][cH:9][c:10](-[c:12]2[n:13][c:14]([NH:17][C:18](=[S:19])[NH:20][CH3:21])[s:15][cH:16]2)[n:11]1.[CH3:22][I:23].[CH3:24][OH:25].[O:26]1[CH2:27][CH2:28][CH2:29][CH2:30]1>>[C:1]([CH3:2])(=[O:3])[NH:4][CH2:5][c:6]1[cH:7][cH:8][cH:9][c:10](-[c:12]2[n:13][c:14]([N:17]=[C:18]([S:19][CH3:22])[NH:20][CH3:21])[s:15][cH:16]2)[n:11]1.[IH:23].